This data is from the Open Reaction Database (ORD), a public repository of structured organic reaction records. The task is: describe an organic reaction: reactants, conditions, products, and yield Starting materials: COC(=O)c1cnc2ccc(Br)cc2c1, C1COCCO1, OB(O)c1ccc(Cl)cc1, [Na+], [Na+], O=C([O-])[O-], O, c1ccc(P(c2ccccc2)(c2ccccc2)[Pd](P(c2ccccc2)(c2ccccc2)c2ccccc2)(P(c2ccccc2)(c2ccccc2)c2ccccc2)P(c2ccccc2)(c2ccccc2)c2ccccc2)cc1. Yields the product COC(=O)c1cnc2ccc(-c3ccc(Cl)cc3)cc2c1. Reaction SMILES: [Br:1][c:2]1[cH:3][c:4]2[cH:5][c:6]([C:12](=[O:13])[O:14][CH3:15])[cH:7][n:8][c:9]2[cH:10][cH:11]1.[CH2:32]1[O:33][CH2:34][CH2:35][O:36][CH2:37]1.[Cl:16][c:17]1[cH:18][cH:19][c:20]([B:23]([OH:24])[OH:25])[cH:21][cH:22]1.[Na+:26].[Na+:27].[O-:28][C:29](=[O:30])[O-:31].[OH2:115].[cH:38]1[cH:39][cH:40][c:41]([P:42]([Pd:43]([P:44]([c:45]2[cH:46][cH:47][cH:48][cH:49][cH:50]2)([c:51]2[cH:52][cH:53][cH:54][cH:55][cH:56]2)[c:57]2[cH:58][cH:59][cH:60][cH:61][cH:62]2)([P:63]([c:64]2[cH:65][cH:66][cH:67][cH:68][cH:69]2)([c:70]2[cH:71][cH:72][cH:73][cH:74][cH:75]2)[c:76]2[cH:77][cH:78][cH:79][cH:80][cH:81]2)[P:82]([c:83]2[cH:84][cH:85][cH:86][cH:87][cH:88]2)([c:89]2[cH:90][cH:91][cH:92][cH:93][cH:94]2)[c:95]2[cH:96][cH:97][cH:98][cH:99][cH:100]2)([c:101]2[cH:102][cH:103][cH:104][cH:105][cH:106]2)[c:107]2[cH:108][cH:109][cH:110][cH:111][cH:112]2)[cH:113][cH:114]1>>[c:2]1(-[c:20]2[cH:19][cH:18][c:17]([Cl:16])[cH:22][cH:21]2)[cH:3][c:4]2[cH:5][c:6]([C:12](=[O:13])[O:14][CH3:15])[cH:7][n:8][c:9]2[cH:10][cH:11]1. Starting materials: CC1(N)CCCNC1, N#Cc1ccccc1Cn1c(Cl)ncc(F)c1=O. The product is Cl, CC1(N)CCCN(c2ncc(F)c(=O)n2Cc2ccccc2C#N)C1. Reaction SMILES: [CH3:19][C:20]1([NH2:26])[CH2:21][NH:22][CH2:23][CH2:24][CH2:25]1.[Cl:1][c:2]1[n:3]([CH2:10][c:11]2[c:12]([C:13]#[N:14])[cH:15][cH:16][cH:17][cH:18]2)[c:4](=[O:9])[c:5]([F:8])[cH:6][n:7]1>>[ClH:1].[c:2]1([N:22]2[CH2:21][C:20]([CH3:19])([NH2:26])[CH2:25][CH2:24][CH2:23]2)[n:3]([CH2:10][c:11]2[c:12]([C:13]#[N:14])[cH:15][cH:16][cH:17][cH:18]2)[c:4](=[O:9])[c:5]([F:8])[cH:6][n:7]1. Reactants: Rh, C[C@H]([C]1[CH][CH][CH][C]1P(C2=CC=CC3=CC=CC=C32)C4=CC=CC5=CC=CC=C54)PC (Josiphos SL-J216-2), C(C1=CC=CC=C1)C1=C(CCC2=CC=C(C=C12)OC)NC(CC)=O (N-(1-benzyl-7-methoxy-3,4-dihydronaphthalen-2-yl)propionamide), [H][H] (hydrogen). Reagents/catalysts: [Rh+].ClC1=CC=CCCCC1 (Chlorocyclooctadiene rhodium(I)). Solvent: CO (methanol). Run at temperature 50 celsius, time 20 minute. The product is C(C1=CC=CC=C1)[C@H]1[C@H](CCC2=CC=C(C=C12)OC)NC(CC)=O (N-((1R,2S)-1-benzyl-7-methoxy-1,2,3,4-tetrahydronaphthalen-2-yl)propionamide). Isolated yield 96.6%. As a reaction SMILES: C[C@@H](PC)[C]1[C](P(C2C3C(=CC=CC=3)C=CC=2)C2C3C(=CC=CC=3)C=CC=2)[CH][CH][CH]1.[CH2:31]([C:38]1[C:47]2[C:42](=[CH:43][CH:44]=[C:45]([O:48][CH3:49])[CH:46]=2)[CH2:41][CH2:40][C:39]=1[NH:50][C:51](=[O:54])[CH2:52][CH3:53])[C:32]1[CH:37]=[CH:36][CH:35]=[CH:34][CH:33]=1.[H][H]>[Rh+].ClC1CCCCC=CC=1.CO>[CH2:31]([C@@H:38]1[C:47]2[C:42](=[CH:43][CH:44]=[C:45]([O:48][CH3:49])[CH:46]=2)[CH2:41][CH2:40][C@@H:39]1[NH:50][C:51](=[O:54])[CH2:52][CH3:53])[C:32]1[CH:37]=[CH:36][CH:35]=[CH:34][CH:33]=1 |f:3.4,^1:4,5,27,28,29|. Reported procedure: Chlorocyclooctadiene rhodium(I) dimer (0.802 g, 1.63 mmol, 3.25 mmol of Rh), Josiphos SL-J216-2 (2.199 g, 3.42 mmol), and N-(1-benzyl-7-methoxy-3,4-dihydronaphthalen-2-yl)propionamide (440 g, 1.37 mol) were combined in a metal reactor, and the vessel was inerted with argon. Degassed methanol (4.40 I) was added, then the mixture was stirred under argon at 50° C. for 20 min. The vessel was pressurized with 60 psig of hydrogen and stirred at 55° C. for 40 hrs. HPLC analysis indicated complete conve... The reactants are CC(C)=CCCC1=CCC2C(=O)OC(=O)C2C1, c1ccccc1. The product is CC1(C)CCCC2=C1CC1C(=O)OC(=O)C1C2. As a reaction SMILES: [CH3:1][C:2](=[CH:3][CH2:4][CH2:5][C:6]1=[CH:16][CH2:15][CH:9]2[CH:8]([CH2:7]1)[C:13](=[O:14])[O:12][C:10]2=[O:11])[CH3:17].[cH:18]1[cH:19][cH:20][cH:21][cH:22][cH:23]1>>[CH3:1][C:2]1([CH3:17])[CH2:3][CH2:4][CH2:5][C:6]2=[C:16]1[CH2:15][CH:9]1[CH:8]([CH2:7]2)[C:13](=[O:14])[O:12][C:10]1=[O:11]. The reactants are C, COC(=O)c1nc(OC)ccc1OCc1ccccc1, CO, [H][H], [Pd]. Product: COC(=O)c1nc(OC)ccc1O. As a reaction SMILES: [C:23].[CH2:1]([c:2]1[cH:3][cH:4][cH:5][cH:6][cH:7]1)[O:8][c:9]1[c:10]([C:17](=[O:18])[O:19][CH3:20])[n:11][c:12]([O:15][CH3:16])[cH:13][cH:14]1.[CH3:25][OH:26].[H:21][H:22].[Pd:24]>>[OH:8][c:9]1[c:10]([C:17](=[O:18])[O:19][CH3:20])[n:11][c:12]([O:15][CH3:16])[cH:13][cH:14]1. Reactants: O=C(O)CC1(C(=O)O)CCN(C(=O)OCc2ccccc2)CC1, CN(C)N, CN(C)C=O, C(=NC1CCCCC1)=NC1CCCCC1. Product: CN(C)N1C(=O)CC2(CCN(C(=O)OCc3ccccc3)CC2)C1=O. Reaction SMILES: [CH2:1]([c:2]1[cH:3][cH:4][cH:5][cH:6][cH:7]1)[O:8][C:9](=[O:10])[N:11]1[CH2:12][CH2:13][C:14]([C:17](=[O:18])[OH:22])([CH2:20][C:21](=[O:19])[OH:23])[CH2:15][CH2:16]1.[CH3:39][N:40]([CH3:41])[NH2:42].[CH3:43][N:44]([CH3:45])[CH:46]=[O:47].[CH:24]1([N:25]=[C:26]=[N:27][CH:28]2[CH2:29][CH2:30][CH2:31][CH2:32][CH2:33]2)[CH2:34][CH2:35][CH2:36][CH2:37][CH2:38]1>>[CH2:1]([c:2]1[cH:3][cH:4][cH:5][cH:6][cH:7]1)[O:8][C:9](=[O:10])[N:11]1[CH2:12][CH2:13][C:14]2([CH2:15][CH2:16]1)[C:17](=[O:18])[N:42]([N:40]([CH3:39])[CH3:41])[C:21](=[O:23])[CH2:20]2. Starting materials: C1(=CC=C(C=C1)S(=O)(=O)OC[C@@H](CCC=1C=NC=CC1)O[Si](C)(C)C(C)(C)C)C ((2R)-2-(tert-butyldimethylsilyloxy)-4-(3-pyridyl)-1-butyl para-toluenesulfonate), [F-].C(CCC)[N+](CCCC)(CCCC)CCCC (tetrabutylammonium fluoride), [H-].[Na+] (sodium hydride), C(#N)C1=CC=C(C=C1)C1=CC=C(C=C1)O (4'-cyanobiphenyl-4-ol). Solvent: CN(C=O)C (N,N-dimethylformamide), [Cl-].[Na+].O (brine), O1CCCC1 (tetrahydrofuran). Conditions: time 1 hour. The product is C(#N)C1=CC=C(C=C1)C1=CC=C(C=C1)OC[C@@H](CCC=1C=NC=CC1)O ((2R)-1-(4'-Cyanobiphenyl-4-yloxy)-4-(3-pyridyl)-2-butanol). The yield is 36.5%. Reaction SMILES: C1(C)C=CC(S([O:10][CH2:11][C@H:12]([O:21][Si](C(C)(C)C)(C)C)[CH2:13][CH2:14][C:15]2[CH:16]=[N:17][CH:18]=[CH:19][CH:20]=2)(=O)=O)=CC=1.[H-].[Na+].[C:32]([C:34]1[CH:39]=[CH:38][C:37]([C:40]2[CH:45]=[CH:44][C:43](O)=[CH:42][CH:41]=2)=[CH:36][CH:35]=1)#[N:33].[F-].C([N+](CCCC)(CCCC)CCCC)CCC>CN(C)C=O.O1CCCC1.[Cl-].[Na+].O>[C:32]([C:34]1[CH:39]=[CH:38][C:37]([C:40]2[CH:41]=[CH:42][C:43]([O:10][CH2:11][C@H:12]([OH:21])[CH2:13][CH2:14][C:15]3[CH:16]=[N:17][CH:18]=[CH:19][CH:20]=3)=[CH:44][CH:45]=2)=[CH:36][CH:35]=1)#[N:33] |f:1.2,4.5,8.9.10|. Procedure: Prepared according to the method described in Example 26e) from (2R)-2-(tert-butyldimethylsilyloxy)-4-(3-pyridyl)-1-butyl para-toluenesulfonate (0.281 g), sodium hydride (60% dispersion in mineral oil, 0.056 g) and 4'-cyanobiphenyl-4-ol (0.269 g) in N,N-dimethylformamide (5 ml). The adduct was dissolved in tetrahydrofuran (10 ml) and tetrabutylammonium fluoride (0.522 g) was added. The reaction was stirred at room temperature for 1 hour and then poured into brine and extracted with ethyl acetate...